From a dataset of the Open Reaction Database (ORD), a public repository of structured organic reaction records. describe an organic reaction: reactants, conditions, products, and yield Starting materials: N (ammonia), CC=1C(=NN(C1)C(C(=O)O)CCC)C1=CC=CC=C1 (4-methyl-3-phenyl-α-propylpyrazole-1-acetic acid), CC(C(=O)O)N1N=C(C(=C1)C)C1=CC=CC=C1 (α,4-dimethyl-3-phenylpyrazole-1-acetic acid). Product: C(C)N(C(C(N1N=C(C(=C1)C)C1=CC=CC=C1)CCC)=O)CC (N,N-diethyl-4-methyl-3-phenyl-α-propylpyrazole-1acetamide). RXN SMILES: N.[CH3:2][C:3]1[C:4]([C:15]2[CH:20]=[CH:19][CH:18]=[CH:17][CH:16]=2)=[N:5][N:6]([CH:8]([CH2:12][CH2:13][CH3:14])[C:9]([OH:11])=O)[CH:7]=1.[CH3:21][CH:22]([N:26]1[CH:30]=[C:29](C)C(C2C=CC=CC=2)=N1)C(O)=O>>[CH2:22]([N:26]([CH2:30][CH3:29])[C:9](=[O:11])[CH:8]([CH2:12][CH2:13][CH3:14])[N:6]1[CH:7]=[C:3]([CH3:2])[C:4]([C:15]2[CH:20]=[CH:19][CH:18]=[CH:17][CH:16]=2)=[N:5]1)[CH3:21]. Procedure: Following the procedure of Example 68, but substituting diethylamine for aqueous ammonia and 4-methyl-3-phenyl-α-propylpyrazole-1-acetic acid for α,4-dimethyl-3-phenylpyrazole-1-acetic acid, there was obtained N,N-diethyl-4-methyl-3-phenyl-α-propylpyrazole-1acetamide having a melting point of 65°-67° C. Starting materials: CCI, ClCCl, COc1ccc(C=O)c2c1NC(=O)CC2, Cl, [H-], [H][H], [Na+], CN(C)C=O. Product: CCN1C(=O)CCc2c(C=O)ccc(OC)c21. Reaction SMILES: [CH2:20]([CH3:21])[I:22].[CH2:29]([Cl:30])[Cl:31].[CH3:1][O:2][c:3]1[cH:4][cH:5][c:6]([CH:14]=[O:15])[c:7]2[c:12]1[NH:11][C:10](=[O:13])[CH2:9][CH2:8]2.[ClH:23].[H-:16].[H:18][H:19].[Na+:17].[O:24]=[CH:25][N:26]([CH3:27])[CH3:28]>>[CH3:1][O:2][c:3]1[cH:4][cH:5][c:6]([CH:14]=[O:15])[c:7]2[c:12]1[N:11]([CH2:20][CH3:21])[C:10](=[O:13])[CH2:9][CH2:8]2. Reactants: CC1(C)CO1 (isobutylene oxide), C(CCC)[Li] (n-butyllithium), hexanes, CC1=NC(=CC(=N1)Cl)N1CCOCC1 (2-Methyl-4-chloro-6-morpholino-pyrimidine). Run in O1CCCC1 (tetrahydrofuran). Reaction conditions: temperature -78 celsius. The product is ClC1=NC(=NC(=C1)N1CCOCC1)CCC(C)(O)C (4-(4-chloro-6-morpholin-4-yl-pyrimidin-2-yl)-2-methyl-butan-2-ol). The yield is 43.4%. RXN SMILES: [CH3:1][C:2]1[N:7]=[C:6]([Cl:8])[CH:5]=[C:4]([N:9]2[CH2:14][CH2:13][O:12][CH2:11][CH2:10]2)[N:3]=1.C([Li])CCC.[CH3:20][C:21]1([O:24][CH2:23]1)[CH3:22]>O1CCCC1>[Cl:8][C:6]1[CH:5]=[C:4]([N:9]2[CH2:10][CH2:11][O:12][CH2:13][CH2:14]2)[N:3]=[C:2]([CH2:1][CH2:20][C:21]([CH3:23])([OH:24])[CH3:22])[N:7]=1. Reported procedure: 2-Methyl-4-chloro-6-morpholino-pyrimidine (10.7 g; 50 mmol) was dissolved in tetrahydrofuran (200 mL). The reaction was chilled to −78° C. under an inert atmosphere. A solution of n-butyllithium in hexanes (25 mL, 2.5M, 62.50 mmol) was added, and the reaction mixture was stirred for thirty minutes. A solution of isobutylene oxide 6.6 mL, 75 mmol) was added, and the reaction was allowed to warm to room temperature while stirring overnight. The solvent was removed under reduced pressure, and the c... Starting materials: solution, [Na] (sodium), C[Si](N[Si](C)(C)C)(C)C (hexamethyldisilazane), ice, Cl (HCl), ClC1=C(C(=O)OC)C=CC(=C1)Cl (methyl 2,4-dichlorobenzoate), ClC1=CC=C(C=C1)CC(=O)O (4-chlorophenylacetic acid). Run in C1CCOC1 (THF), C1CCOC1 (THF), C1CCOC1 (THF). Conditions: temperature -60 celsius, time 1 hour. Product: ClC1=CC=C(C=C1)CC(=O)C1=C(C=C(C=C1)Cl)Cl (2-(4-Chlorophenyl)-1-(2,4-dichlorophenyl)ethanone). Yield: 62.2%. RXN SMILES: [Na].C[Si](C)(C)N[Si](C)(C)C.[Cl:11][C:12]1[CH:17]=[CH:16][C:15]([CH2:18][C:19]([OH:21])=O)=[CH:14][CH:13]=1.[Cl:22][C:23]1[CH:32]=[C:31]([Cl:33])[CH:30]=[CH:29][C:24]=1C(OC)=O.Cl>C1COCC1>[Cl:11][C:12]1[CH:13]=[CH:14][C:15]([CH2:18][C:19]([C:30]2[CH:29]=[CH:24][C:23]([Cl:22])=[CH:32][C:31]=2[Cl:33])=[O:21])=[CH:16][CH:17]=1 |^1:0|. Procedure details: 420 ml of a 2M solution of the sodium salt of hexamethyldisilazane in THF are cooled to −60° C. under a nitrogen atmosphere, 350 ml of THF are added, then, dropwise, a solution of 57.6 g of 4-chlorophenylacetic acid in 70 ml of THF is added and the mixture is left stirring at −60° C. for one hour. 66 g of methyl 2,4-dichlorobenzoate are subsequently added dropwise at −60° C., the mixture is left stirring at −60° C. for 40 minutes and then the temperature is allowed to rise to 0° C. The reaction ... Reactants: COC(=O)CBr, O=C([O-])[O-], CCCCNc1ccc(S(=O)(=O)N2CC(N(Cc3ccccc3)CC(O)COc3ccc(OCc4ccccc4)cc3)C2)cc1, [K+], [K+], O. The product is CCCCN(CC(=O)OC)c1ccc(S(=O)(=O)N2CC(N(Cc3ccccc3)CC(O)COc3ccc(OCc4ccccc4)cc3)C2)cc1. Reaction SMILES: [Br:46][CH2:47][C:48](=[O:49])[O:50][CH3:51].[C:52](=[O:53])([O-:54])[O-:55].[CH2:1]([c:2]1[cH:3][cH:4][cH:5][cH:6][cH:7]1)[N:8]([CH2:9][CH:10]([CH2:11][O:12][c:13]1[cH:14][cH:15][c:16]([O:19][CH2:20][c:21]2[cH:22][cH:23][cH:24][cH:25][cH:26]2)[cH:17][cH:18]1)[OH:27])[CH:28]1[CH2:29][N:30]([S:32](=[O:33])(=[O:34])[c:35]2[cH:36][cH:37][c:38]([NH:41][CH2:42][CH2:43][CH2:44][CH3:45])[cH:39][cH:40]2)[CH2:31]1.[K+:56].[K+:57].[OH2:58]>>[CH2:1]([c:2]1[cH:3][cH:4][cH:5][cH:6][cH:7]1)[N:8]([CH2:9][CH:10]([CH2:11][O:12][c:13]1[cH:14][cH:15][c:16]([O:19][CH2:20][c:21]2[cH:22][cH:23][cH:24][cH:25][cH:26]2)[cH:17][cH:18]1)[OH:27])[CH:28]1[CH2:29][N:30]([S:32](=[O:33])(=[O:34])[c:35]2[cH:36][cH:37][c:38]([N:41]([CH2:42][CH2:43][CH2:44][CH3:45])[CH2:47][C:48](=[O:49])[O:50][CH3:51])[cH:39][cH:40]2)[CH2:31]1. Reactants: 17, Cl.COC1=CC=C(C=C1)NN ((4-methoxyphenyl)hydrazine hydrochloride), COC(CC(C)=O)OC (4,4-dimethoxy-2-butanone), C([O-])([O-])=O.[K+].[K+] (potassium carbonate). Run in C(C)O (ethanol). The product is COC1=CC=C(C=C1)N1N=C(C=C1)C (1-(4-methoxyphenyl)-3-methyl-1H-pyrazole). Reaction SMILES: Cl.[CH3:2][O:3][C:4]1[CH:9]=[CH:8][C:7]([NH:10][NH2:11])=[CH:6][CH:5]=1.CO[CH:14](OC)[CH2:15][C:16](=O)[CH3:17].C(=O)([O-])[O-].[K+].[K+]>C(O)C>[CH3:2][O:3][C:4]1[CH:9]=[CH:8][C:7]([N:10]2[CH:14]=[CH:15][C:16]([CH3:17])=[N:11]2)=[CH:6][CH:5]=1 |f:0.1,3.4.5|. Procedure: A mixture of 17 parts of (4-methoxyphenyl)hydrazine hydrochloride, 14 parts of 4,4-dimethoxy-2-butanone, 14 parts of potassium carbonate and 240 parts of ethanol is stirred and refluxed for 2 hours. The reaction mixture is evaporated and the residue is stirred and refluxed for 1 hour with 200 parts of a hydrochloric acid solution 10%. The solvent is evaporated and the residue is neutralized with ammonium hydroxide. The product is extracted three times with 2,2'-oxybispropane. The combined extrac... Reactants: ClC(Cl)Cl, O=C(Cl)c1ccc(OC(F)(F)F)cc1, Cc1cccc(S(=O)(=O)NC(C)C)c1N, c1ccncc1. Yields the product Cc1cccc(S(=O)(=O)NC(C)C)c1NC(=O)c1ccc(OC(F)(F)F)cc1. As a reaction SMILES: [CH:36]([Cl:37])([Cl:38])[Cl:39].[F:22][C:23]([O:24][c:25]1[cH:26][cH:27][c:28]([C:29](=[O:30])[Cl:31])[cH:32][cH:33]1)([F:34])[F:35].[NH2:1][c:2]1[c:3]([S:9](=[O:10])(=[O:11])[NH:12][CH:13]([CH3:14])[CH3:15])[cH:4][cH:5][cH:6][c:7]1[CH3:8].[cH:16]1[cH:17][cH:18][n:19][cH:20][cH:21]1>>[NH:1]([c:2]1[c:3]([S:9](=[O:10])(=[O:11])[NH:12][CH:13]([CH3:14])[CH3:15])[cH:4][cH:5][cH:6][c:7]1[CH3:8])[C:29]([c:28]1[cH:27][cH:26][c:25]([O:24][C:23]([F:22])([F:34])[F:35])[cH:33][cH:32]1)=[O:30]. The reagents and catalysts are C=1C=CC(=CC1)[P](C=2C=CC=CC2)(C=3C=CC=CC3)[Pd]([P](C=4C=CC=CC4)(C=5C=CC=CC5)C=6C=CC=CC6)([P](C=7C=CC=CC7)(C=8C=CC=CC8)C=9C=CC=CC9)[P](C=1C=CC=CC1)(C=1C=CC=CC1)C=1C=CC=CC1 (Pd(Ph3P)4). Reaction conditions: temperature 100 celsius. Procedure: 2-Benzyl-5-iodopyridazine-3(2H)-one (5.0 g, 16 mmol), 4-fluorophenyl boronic acid (2.91 g, 20.8 mmol), Pd(Ph3P)4 (0.93 g, 0.80 mmol), and potassium carbonate (6.64 g, 48.1 mmol) were combined in dioxane (120 ml) and Water (40 ml). The reaction mixture was refluxed at 100° C. for 3 h, cooled to room temperature, and poured into ethyl acetate (200 mL) and water (200 mL). The mixture was extracted with ethyl acetate (3×200 mL). The combined organics were washed with water, dried (sodium sulfate), c... Starting materials: C(C)(=O)OCC (ethyl acetate), C(C1=CC=CC=C1)N1N=CC(=CC1=O)I (2-Benzyl-5-iodopyridazine-3(2H)-one), FC1=CC=C(C=C1)B(O)O (4-fluorophenyl boronic acid), C([O-])([O-])=O.[K+].[K+] (potassium carbonate). Yields the product C(C1=CC=CC=C1)N1N=CC(=CC1=O)C1=CC=C(C=C1)F (2-Benzyl-5-(4-fluorophenyl)pyridazin-3(2H)-one). Reaction SMILES: [CH2:1]([N:8]1[C:13](=[O:14])[CH:12]=[C:11](I)[CH:10]=[N:9]1)[C:2]1[CH:7]=[CH:6][CH:5]=[CH:4][CH:3]=1.[F:16][C:17]1[CH:22]=[CH:21][C:20](B(O)O)=[CH:19][CH:18]=1.C(=O)([O-])[O-].[K+].[K+].C(OCC)(=O)C>O1CCOCC1.O.C1C=CC([P]([Pd]([P](C2C=CC=CC=2)(C2C=CC=CC=2)C2C=CC=CC=2)([P](C2C=CC=CC=2)(C2C=CC=CC=2)C2C=CC=CC=2)[P](C2C=CC=CC=2)(C2C=CC=CC=2)C2C=CC=CC=2)(C2C=CC=CC=2)C2C=CC=CC=2)=CC=1>[CH2:1]([N:8]1[C:13](=[O:14])[CH:12]=[C:11]([C:20]2[CH:21]=[CH:22][C:17]([F:16])=[CH:18][CH:19]=2)[CH:10]=[N:9]1)[C:2]1[CH:7]=[CH:6][CH:5]=[CH:4][CH:3]=1 |f:2.3.4,^1:48,50,69,88|. Run in O (water), O1CCOCC1 (dioxane), O (Water).